This data is from the Open Reaction Database (ORD), a public repository of structured organic reaction records. The task is: describe an organic reaction: reactants, conditions, products, and yield Starting materials: Cl (hydrochloric acid), COC(CCCC(CC(CC(=O)C1CC(=O)OC1)O)C)(C)C (3-(9-methoxy-3-hydroxy-5,9-dimethyl-decanoyl)-4-butyrolactone), O (water). The solvent is CO (methanol), CO (methanol). Reaction conditions: time 12 hour. Yields the product COC(CCCC(C/C=C/C(=O)C1CC(=O)OC1)C)(C)C (3-[9-methoxy-5,9-dimethyl-2(E)decenoyl]-4-butyrolactone). The yield is 67.5%. As a reaction SMILES: Cl.[CH3:2][O:3][C:4]([CH3:23])([CH3:22])[CH2:5][CH2:6][CH2:7][CH:8]([CH3:21])[CH2:9][CH:10](O)[CH2:11][C:12]([CH:14]1[CH2:19][O:18][C:16](=[O:17])[CH2:15]1)=[O:13].O>CO>[CH3:2][O:3][C:4]([CH3:22])([CH3:23])[CH2:5][CH2:6][CH2:7][CH:8]([CH3:21])[CH2:9]/[CH:10]=[CH:11]/[C:12]([CH:14]1[CH2:19][O:18][C:16](=[O:17])[CH2:15]1)=[O:13]. Reported procedure: 1 ml of methanol saturated with hydrochloric acid is added to a solution of 2.1 g (0.007 moles) of 3-(9-methoxy-3-hydroxy-5,9-dimethyl-decanoyl)-4-butyrolactone in 15 ml of dry methanol, and the mixture is allowed to stand at room temperature for 12 hours. 2 ml of water are added to the mixture, and the mixture is stirred at room temperature for 5 hours. The solvent is distilled off in vacuo, the residue is taken up in ether, the etheral solution is washed with water, dried, and the solvent is d... The reactants are N#CC1(c2ccc(OC(F)F)c(OC(F)F)c2)CCC(=O)CC1, CO, COC(OC)OC, Cc1ccc(S(=O)(=O)O)cc1. The product is COC1(OC)CCC(C#N)(c2ccc(OC(F)F)c(OC(F)F)c2)CC1. Reaction SMILES: [C:1](#[N:2])[C:3]1([c:10]2[cH:11][c:12]([O:20][CH:21]([F:22])[F:23])[c:13]([O:16][CH:17]([F:18])[F:19])[cH:14][cH:15]2)[CH2:4][CH2:5][C:6](=[O:9])[CH2:7][CH2:8]1.[CH3:42][OH:43].[CH:24]([O:25][CH3:26])([O:27][CH3:28])[O:29][CH3:30].[c:31]1([CH3:32])[cH:33][cH:34][c:35]([S:36]([OH:37])(=[O:38])=[O:39])[cH:40][cH:41]1>>[C:1](#[N:2])[C:3]1([c:10]2[cH:11][c:12]([O:20][CH:21]([F:22])[F:23])[c:13]([O:16][CH:17]([F:18])[F:19])[cH:14][cH:15]2)[CH2:4][CH2:5][C:24]([O:27][CH3:28])([O:29][CH3:30])[CH2:7][CH2:8]1. As a reaction SMILES: [C:1](O[BH-](OC(=O)C)OC(=O)C)(=O)C.[Na+].C=O.[ClH:17].Cl.[CH:19]([CH:32]1[NH:37][CH2:36][CH2:35][N:34]([CH2:38][C:39]2[CH:44]=[C:43]([N:45]3[C:49]([C:50]([F:53])([F:52])[F:51])=[N:48][N:47]=[N:46]3)[CH:42]=[CH:41][C:40]=2[O:54][CH3:55])[CH2:33]1)([C:26]1[CH:31]=[CH:30][CH:29]=[CH:28][CH:27]=1)[C:20]1[CH:25]=[CH:24][CH:23]=[CH:22][CH:21]=1>ClCCl.CO>[ClH:17].[ClH:17].[CH:19]([CH:32]1[CH2:33][N:34]([CH2:38][C:39]2[CH:44]=[C:43]([N:45]3[C:49]([C:50]([F:53])([F:52])[F:51])=[N:48][N:47]=[N:46]3)[CH:42]=[CH:41][C:40]=2[O:54][CH3:55])[CH2:35][CH2:36][N:37]1[CH3:1])([C:20]1[CH:25]=[CH:24][CH:23]=[CH:22][CH:21]=1)[C:26]1[CH:27]=[CH:28][CH:29]=[CH:30][CH:31]=1 |f:0.1,3.4.5,8.9.10|. The reagents and catalysts are CO (methanol). Procedure: Sodium triacetoxyborohydride (146 mg) was added portionwise to a mixture of 37% aqueous formaldehyde (30 mg) and 3-benzhydryl-1-[2-methoxy-5-[5-(trifluoromethyl)-1H-tetrazol-1-yl]benzyl]piperazine dihydrochloride in a mixture of dichloromethane (4 ml) and methanol (2 drops) at 0° C. and the whole was stirred at 5° C.˜room temperature overnight. The mixture was partitioned between ethyl acetate and 2N sodium hydroxide. The organic layer was separated, washed with brine, dried over sodium sulfate ... Yields the product Cl.Cl.C(C1=CC=CC=C1)(C1=CC=CC=C1)C1N(CCN(C1)CC1=C(C=CC(=C1)N1N=NN=C1C(F)(F)F)OC)C (2-benzhydryl-4-[2-methoxy-5-[5-(trifluoromethyl)-1H-tetrazol-1-yl]benzyl]-1-methylpiperazine dihydrochloride). Reaction conditions: time 8 hour. The reactants are C(C)(=O)O[BH-](OC(C)=O)OC(C)=O.[Na+] (Sodium triacetoxyborohydride), C=O (formaldehyde), Cl.Cl.C(C1=CC=CC=C1)(C1=CC=CC=C1)C1CN(CCN1)CC1=C(C=CC(=C1)N1N=NN=C1C(F)(F)F)OC (3-benzhydryl-1-[2-methoxy-5-[5-(trifluoromethyl)-1H-tetrazol-1-yl]benzyl]piperazine dihydrochloride). The solvent is ClCCl (dichloromethane).